This data is from the Open Reaction Database (ORD), a public repository of structured organic reaction records. The task is: describe an organic reaction: reactants, conditions, products, and yield The reactants are [Cl-].[NH4+] (ammonium chloride), [H-].[Na+] (sodium hydride), S1C(=NC2=C1C=CC=C2)COC2=CC=C(C=C2)NC(C)=O (N-[4-(Benzothiazol-2-ylmethoxy)phenyl]acetamide), CI (methyl iodide). Run in CN(C=O)C (dimethylformamide). Reaction conditions: time 5 minute. Yields the product S1C(=NC2=C1C=CC=C2)COC2=CC=C(C=C2)N(C(C)=O)C (N-[4-(Benzothiazol-2-ylmethoxy)phenyl]-N-methylacetamide). The yield is 100.0%. RXN SMILES: [H-].[Na+].[S:3]1[C:7]2[CH:8]=[CH:9][CH:10]=[CH:11][C:6]=2[N:5]=[C:4]1[CH2:12][O:13][C:14]1[CH:19]=[CH:18][C:17]([NH:20][C:21](=[O:23])[CH3:22])=[CH:16][CH:15]=1.[CH3:24]I.[Cl-].[NH4+]>CN(C)C=O>[S:3]1[C:7]2[CH:8]=[CH:9][CH:10]=[CH:11][C:6]=2[N:5]=[C:4]1[CH2:12][O:13][C:14]1[CH:19]=[CH:18][C:17]([N:20]([CH3:24])[C:21](=[O:23])[CH3:22])=[CH:16][CH:15]=1 |f:0.1,4.5|. Procedure details: 15.1 mg of sodium hydride (as a 60% w/w dispersion in mineral oil) were added to a solution of 102.0 mg of N-(benzothiazol-2-ylmethoxy)acetamide (prepared as described in Example 1) in 2 ml of dimethylformamide cooled in an ice-water bath. The resulting mixture was stirred for 5 minutes, after which 0.023 ml of methyl iodide were added, the temperature of the resulting mixture was elevated to room temperature and the mixture was then stirred for 1.5 hours. At the end of this time, a saturated aq... The reactants are Cc1cc(Cl)nc(Cl)c1C(=O)O, O=S(Cl)Cl. The product is Cc1cc(Cl)nc(Cl)c1C(=O)Cl. As a reaction SMILES: [Cl:1][c:2]1[c:3]([C:4](=[O:5])[OH:6])[c:7]([CH3:12])[cH:8][c:9]([Cl:11])[n:10]1.[S:13]([Cl:14])([Cl:15])=[O:16]>>[Cl:1][c:2]1[c:3]([C:4](=[O:5])[Cl:15])[c:7]([CH3:12])[cH:8][c:9]([Cl:11])[n:10]1.